From a dataset of the Open Reaction Database (ORD), a public repository of structured organic reaction records. describe an organic reaction: reactants, conditions, products, and yield Reactants: BrB(Br)Br, COc1c(C)ccc2c1CCN(C(=O)C(F)(F)F)CC2, ClCCl. Product: Cc1ccc2c(c1O)CCN(C(=O)C(F)(F)F)CC2. Reaction SMILES: [B:1]([Br:2])([Br:3])[Br:4].[CH3:5][O:6][c:7]1[c:8]([CH3:24])[cH:9][cH:10][c:11]2[c:17]1[CH2:16][CH2:15][N:14]([C:18]([C:19]([F:20])([F:21])[F:22])=[O:23])[CH2:13][CH2:12]2.[Cl:25][CH2:26][Cl:27]>>[OH:6][c:7]1[c:8]([CH3:24])[cH:9][cH:10][c:11]2[c:17]1[CH2:16][CH2:15][N:14]([C:18]([C:19]([F:20])([F:21])[F:22])=[O:23])[CH2:13][CH2:12]2.